From a dataset of the Open Reaction Database (ORD), a public repository of structured organic reaction records. describe an organic reaction: reactants, conditions, products, and yield Reactants: [H-].[Al+3].[Li+].[H-].[H-].[H-] (Lithium aluminium hydride), CC1=C(N=C(O1)C1=CC=CC=C1)COC1=CC=C(CN2C=C(C(=C2)C2=CC=CC=C2)C(=O)OC)C=C1 (methyl 1-[4-(5-methyl-2-phenyl-4-oxazolylmethoxy)benzyl]-4-phenylpyrrole-3-carboxylate), C(C)OCC (diethyl ether), O1CCCC1 (tetrahydrofuran). Run in O (water). Conditions: temperature 0 celsius, time 3 hour. Yields the product CC1=C(N=C(O1)C1=CC=CC=C1)COC1=CC=C(CN2C=C(C(=C2)C2=CC=CC=C2)CO)C=C1 ([1-[4-(5-methyl-2-phenyl-4-oxazolylmethoxy)benzyl]-4-phenyl-3-pyrrolyl]methanol). Yield: 86.2%. RXN SMILES: [H-].[Al+3].[Li+].[H-].[H-].[H-].[CH3:7][C:8]1[O:12][C:11]([C:13]2[CH:18]=[CH:17][CH:16]=[CH:15][CH:14]=2)=[N:10][C:9]=1[CH2:19][O:20][C:21]1[CH:42]=[CH:41][C:24]([CH2:25][N:26]2[CH:30]=[C:29]([C:31]3[CH:36]=[CH:35][CH:34]=[CH:33][CH:32]=3)[C:28]([C:37](OC)=[O:38])=[CH:27]2)=[CH:23][CH:22]=1.C(OCC)C.O1CCCC1>O>[CH3:7][C:8]1[O:12][C:11]([C:13]2[CH:14]=[CH:15][CH:16]=[CH:17][CH:18]=2)=[N:10][C:9]=1[CH2:19][O:20][C:21]1[CH:42]=[CH:41][C:24]([CH2:25][N:26]2[CH:30]=[C:29]([C:31]3[CH:32]=[CH:33][CH:34]=[CH:35][CH:36]=3)[C:28]([CH2:37][OH:38])=[CH:27]2)=[CH:23][CH:22]=1 |f:0.1.2.3.4.5|. Procedure details: Lithium aluminium hydride (232 mg) was added to a mixture of methyl 1-[4-(5-methyl-2-phenyl-4-oxazolylmethoxy)benzyl]-4-phenylpyrrole-3-carboxylate (2.92 g), diethyl ether (50 ml), and tetrahydrofuran (25 ml) at 0° C., and the mixture was stirred at 0° C. for 3 hours. After water was added to the reaction mixture, the precipitate was removed by filtration. The filtrate was extracted with ethyl acetate. The ethyl acetate layer was washed with saturated aqueous sodium chloride solution, dried (MgS... Product: NC=1SC=C(N1)C=1OC=CC1 (2-amino-4-(2-furyl)thiazole). Reaction conditions: time 1 hour. Reaction SMILES: [C:1]([C:4]1[O:5][CH:6]=[CH:7][CH:8]=1)(=O)[CH3:2].[Br-].[Br-].[Br-].C([N+](CCCC)(CCCC)CCCC)CCC.C([N+](CCCC)(CCCC)CCCC)CCC.C([N+](CCCC)(CCCC)CCCC)CCC.[NH2:63][C:64]([NH2:66])=[S:65]>ClCCl.CO>[NH2:66][C:64]1[S:65][CH:2]=[C:1]([C:4]2[O:5][CH:6]=[CH:7][CH:8]=2)[N:63]=1 |f:1.2.3.4.5.6|. Procedure details: 2-Acetylfuran (5.10 g, 46.0 mmol) was dissolved in a mixed solvent of dichloromethane (50 mL) and methanol (50 mL), and N,N,N,N-tetra-n-butylammonium tribromide (22.3 g, 46.0 mmol) added thereto, then the solution was stirred at room temperature for 1 hour. The reaction mixture was concentrated under reduced pressure, and water was added to the resulting residue, then the mixture was extracted with ethyl acetate. The organic layer was washed with brine and dried over anhydrous magnesium sulfate.... Reactants: C(C)(=O)C=1OC=CC1 (2-Acetylfuran), [Br-].[Br-].[Br-].C(CCC)[N+](CCCC)(CCCC)CCCC.C(CCC)[N+](CCCC)(CCCC)CCCC.C(CCC)[N+](CCCC)(CCCC)CCCC (N,N,N,N-tetra-n-butylammonium tribromide), NC(=S)N (thiourea). Isolated yield 20.0%. Solvent: ClCCl (dichloromethane), CO (methanol). Reactants: CCCCCC (hexane), [OH-].[Na+] (sodium hydroxide), solution, C(C)OC(=O)C=1C(OC2=C(C1CC)C=C(C=C2)Cl)C(F)(F)F (ethyl-6-chloro-4-ethyl-2-trifluoromethyl-2H-1-benzopyran-3-carboxylate). Solvent: C1CCOC1.C(C)O.O (THF EtOH—H2O). Reaction conditions: time 18 hour. Yields the product ClC=1C=CC2=C(C(=C(C(O2)C(F)(F)F)C(=O)O)CC)C1 (6-chloro-4-ethyl-2-trifluoromethyl-2H-1-benzopyran-3-carboxylic acid). The yield is 24.8%. Reaction SMILES: C([O:3][C:4]([C:6]1[CH:7]([C:19]([F:22])([F:21])[F:20])[O:8][C:9]2[CH:17]=[CH:16][C:15]([Cl:18])=[CH:14][C:10]=2[C:11]=1[CH2:12][CH3:13])=[O:5])C.[OH-].[Na+].CCCCCC>C1COCC1.C(O)C.O>[Cl:18][C:15]1[CH:16]=[CH:17][C:9]2[O:8][CH:7]([C:19]([F:21])([F:20])[F:22])[C:6]([C:4]([OH:5])=[O:3])=[C:11]([CH2:12][CH3:13])[C:10]=2[CH:14]=1 |f:1.2,4.5.6|. Reported procedure: The ester from Step 1 (0.282 g, 0.842 mmol) was dissolved in a THF-EtOH—H2O mixture (10 mL, 7:2:1). The resulting solution was treated with aqueous sodium hydroxide (0.340 mL, 0.842 mmol of a 2.5 N solution) and was stirred at room temperature for 18 hours. The solvent was removed in vacuo and the residue was dissolved in water 10 mL). Diethyl ether (10 ml ) was added and the resulting mixture acidified by the addition of a few drops of concentrated HCl. The diethyl ether layer was separated, an... Starting materials: CCCN(CCC)CCCCNC(=O)c1ccc(CN(Cc2ncc[nH]2)C(=O)OC(C)(C)C)cc1, [BH3-]C#N, CC(=O)O, CO, O=Cc1nccs1, [Na+]. Yields the product CCCN(CCC)CCCCNC(=O)c1ccc(CN(Cc2ncc[nH]2)Cc2nccs2)cc1. Reaction SMILES: [C:1]([O:2][C:3]([CH3:4])([CH3:5])[CH3:6])(=[O:7])[N:8]([CH2:9][c:10]1[nH:11][cH:12][cH:13][n:14]1)[CH2:15][c:16]1[cH:17][cH:18][c:19]([C:20](=[O:21])[NH:22][CH2:23][CH2:24][CH2:25][CH2:26][N:27]([CH2:28][CH2:29][CH3:30])[CH2:31][CH2:32][CH3:33])[cH:34][cH:35]1.[C:43]([BH3-:44])#[N:45].[CH3:47][C:48](=[O:49])[OH:50].[CH3:51][OH:52].[CH:36](=[O:37])[c:38]1[s:39][cH:40][cH:41][n:42]1.[Na+:46]>>[CH2:1]([N:8]([CH2:9][c:10]1[nH:11][cH:12][cH:13][n:14]1)[CH2:15][c:16]1[cH:17][cH:18][c:19]([C:20](=[O:21])[NH:22][CH2:23][CH2:24][CH2:25][CH2:26][N:27]([CH2:28][CH2:29][CH3:30])[CH2:31][CH2:32][CH3:33])[cH:34][cH:35]1)[c:38]1[s:39][cH:40][cH:41][n:42]1. Starting materials: C(=O)(O)C1=C(C=O)C=C(C=C1)F (2-carboxy-5-fluorobenzaldehyde), C(=O)(O)C1=C(C=O)C=C(C=C1)F (2-Carboxy-5-fluorobenzaldehyde), S(=O)(=O)(OC)OC (dimethyl sulfate). The solvent is C(Cl)Cl (methylene chloride). Yields the product C(=O)(OC)C1=C(C=O)C=C(C=C1)F (2-Carbomethoxy-5-fluorobenzaldehyde). Isolated yield 68.6%. Reaction SMILES: [C:1]([C:4]1[CH:11]=[CH:10][C:9]([F:12])=[CH:8][C:5]=1[CH:6]=[O:7])([OH:3])=[O:2].S(OC)(O[CH3:17])(=O)=O>C(Cl)Cl>[C:1]([C:4]1[CH:11]=[CH:10][C:9]([F:12])=[CH:8][C:5]=1[CH:6]=[O:7])([O:3][CH3:17])=[O:2]. Reported procedure: A stirred mixture of 3.4 g (0.02 mole) 2-carboxy-5-fluorobenzaldehyde (the product of Example 6) and 5.0 g [3.75 ml (0.04 mole)] dimethyl sulfate in methylene chloride was heated to reflux. The heating mantle was removed; and triethylamine, 4.15 g [5.7 ml (0.04 mole)] was added dropwise at a rate which maintained a brisk reflux. After the addition was complete, the reaction mixture was allowed to cool and was stirred at room temperature over the weekend. The reaction mixture was poured into wate... Starting materials: CCOC(=O)CCCCCN1CCN(C(=O)c2cccc(C(c3cccc(O)c3)N3CC(C)NCC3C)c2)CC1, O=Cc1cccc(F)c1. Product: CCOC(=O)CCCCCN1CCN(C(=O)c2cccc(C(c3cccc(O)c3)N3CC(C)N(Cc4cccc(F)c4)CC3C)c2)CC1. As a reaction SMILES: [CH2:1]([CH3:2])[O:3][C:4]([CH2:5][CH2:6][CH2:7][CH2:8][CH2:9][N:10]1[CH2:11][CH2:12][N:13]([C:16]([c:17]2[cH:18][c:19]([CH:23]([c:24]3[cH:25][c:26]([OH:30])[cH:27][cH:28][cH:29]3)[N:31]3[CH:32]([CH3:38])[CH2:33][NH:34][CH:35]([CH3:37])[CH2:36]3)[cH:20][cH:21][cH:22]2)=[O:39])[CH2:14][CH2:15]1)=[O:40].[F:41][c:42]1[cH:43][c:44]([CH:45]=[O:46])[cH:47][cH:48][cH:49]1>>[CH2:1]([CH3:2])[O:3][C:4]([CH2:5][CH2:6][CH2:7][CH2:8][CH2:9][N:10]1[CH2:11][CH2:12][N:13]([C:16]([c:17]2[cH:18][c:19]([CH:23]([c:24]3[cH:25][c:26]([OH:30])[cH:27][cH:28][cH:29]3)[N:31]3[CH:32]([CH3:38])[CH2:33][N:34]([CH2:45][c:44]4[cH:43][c:42]([F:41])[cH:49][cH:48][cH:47]4)[CH:35]([CH3:37])[CH2:36]3)[cH:20][cH:21][cH:22]2)=[O:39])[CH2:14][CH2:15]1)=[O:40]. Starting materials: COC(OC)N(C)C, Cc1ccccc1, O=C(NCC1(c2ncccc2F)CCN(S(=O)(=O)c2c[nH]nn2)CC1)c1ccc(Cl)cc1Cl. The product is Cn1cc(S(=O)(=O)N2CCC(CNC(=O)c3ccc(Cl)cc3Cl)(c3ncccc3F)CC2)nn1. RXN SMILES: [CH3:34][O:35][CH:36]([O:37][CH3:38])[N:39]([CH3:40])[CH3:41].[CH3:42][c:43]1[cH:44][cH:45][cH:46][cH:47][cH:48]1.[Cl:1][c:2]1[c:3]([C:4](=[O:5])[NH:6][CH2:7][C:8]2([c:22]3[n:23][cH:24][cH:25][cH:26][c:27]3[F:28])[CH2:9][CH2:10][N:11]([S:14](=[O:15])(=[O:16])[c:17]3[n:18][n:19][nH:20][cH:21]3)[CH2:12][CH2:13]2)[cH:29][cH:30][c:31]([Cl:33])[cH:32]1>>[Cl:1][c:2]1[c:3]([C:4](=[O:5])[NH:6][CH2:7][C:8]2([c:22]3[n:23][cH:24][cH:25][cH:26][c:27]3[F:28])[CH2:9][CH2:10][N:11]([S:14](=[O:15])(=[O:16])[c:17]3[n:18][n:19][n:20]([CH3:34])[cH:21]3)[CH2:12][CH2:13]2)[cH:29][cH:30][c:31]([Cl:33])[cH:32]1. The reactants are C(C1=CC=CC=C1)N (benzylamine), [BH3-]C#N.[Na+] (NaCNBH3), COC=1C=CC2=C(CCCC(C2)=O)C1 (2-Methoxy-5,7,8,9-tetrahydro-benzocyclohepten-6-one). The solvent is ClCCl (dichloromethane), CO.C(C)(=O)O (methanol acetic acid). Reaction conditions: time 8 hour. The product is C(C1=CC=CC=C1)NC1CC2=C(CCC1)C=C(C=C2)OC (Benzyl-(2-methoxy-6,7,8,9-tetrahydro-5H-benzocyclohepten-6-yl)-amine). Yield: 83.2%. As a reaction SMILES: [CH3:1][O:2][C:3]1[CH:4]=[CH:5][C:6]2[CH2:12][C:11](=O)[CH2:10][CH2:9][CH2:8][C:7]=2[CH:14]=1.[CH2:15]([NH2:22])[C:16]1[CH:21]=[CH:20][CH:19]=[CH:18][CH:17]=1.[BH3-]C#N.[Na+]>CO.C(O)(=O)C.ClCCl>[CH2:15]([NH:22][CH:11]1[CH2:10][CH2:9][CH2:8][C:7]2[CH:14]=[C:3]([O:2][CH3:1])[CH:4]=[CH:5][C:6]=2[CH2:12]1)[C:16]1[CH:21]=[CH:20][CH:19]=[CH:18][CH:17]=1 |f:2.3,4.5|. Reported procedure: Dissolve 2-Methoxy-5,7,8,9-tetrahydro-benzocyclohepten-6-one (prepared according to JCS Perkin Trans. 1, 1992, 1475-1481, 83 mg, 0.44 mmol) in 1 mL of 19:1 methanol/acetic acid as solvent, and treat the solution with benzylamine (60 uL, 65 mg, 0.60 mmol) and NaCNBH3 (80 mg, 1.27 mmol). Agitate the reaction mixture overnight, then dilute with 25 mL dichloromethane. Wash the organic layer with 25 mL 10%/aqueous potassium carbonate solution, the 25 mL brine, dry over MgSO4 and evaporate to yield 10...